From a dataset of the Open Reaction Database (ORD), a public repository of structured organic reaction records. describe an organic reaction: reactants, conditions, products, and yield Product: CS(=O)(=O)c1ccc(Oc2cc(CC(=O)O)ccc2Cl)cc1. Starting materials: CS(=O)(=O)c1ccc(F)cc1, O=C(O)Cc1ccc(Cl)c(O)c1. Reaction SMILES: [CH3:13][S:14](=[O:15])(=[O:16])[c:17]1[cH:18][cH:19][c:20]([F:23])[cH:21][cH:22]1.[Cl:1][c:2]1[c:3]([OH:12])[cH:4][c:5]([CH2:8][C:9](=[O:10])[OH:11])[cH:6][cH:7]1>>[Cl:1][c:2]1[c:3]([O:12][c:20]2[cH:19][cH:18][c:17]([S:14]([CH3:13])(=[O:15])=[O:16])[cH:22][cH:21]2)[cH:4][c:5]([CH2:8][C:9](=[O:10])[OH:11])[cH:6][cH:7]1.